Dataset: the Open Reaction Database (ORD), a public repository of structured organic reaction records. Task: describe an organic reaction: reactants, conditions, products, and yield The reactants are C1CCOC1, CCOCC, OCc1ccc2ccccc2n1, O=C1c2ccccc2C(=O)N1O, c1ccc(P(c2ccccc2)c2ccccc2)cc1. The product is O=C1c2ccccc2C(=O)N1OCc1ccc2ccccc2n1. Reaction SMILES: [CH2:49]1[O:50][CH2:51][CH2:52][CH2:53]1.[CH3:44][CH2:45][O:46][CH2:47][CH3:48].[OH:1][CH2:2][c:3]1[n:4][c:5]2[cH:6][cH:7][cH:8][cH:9][c:10]2[cH:11][cH:12]1.[OH:32][N:33]1[C:34](=[O:43])[c:35]2[c:36]([cH:39][cH:40][cH:41][cH:42]2)[C:37]1=[O:38].[c:13]1([P:14]([c:15]2[cH:16][cH:17][cH:18][cH:19][cH:20]2)[c:21]2[cH:22][cH:23][cH:24][cH:25][cH:26]2)[cH:27][cH:28][cH:29][cH:30][cH:31]1>>[O:1]([CH2:2][c:3]1[n:4][c:5]2[cH:6][cH:7][cH:8][cH:9][c:10]2[cH:11][cH:12]1)[N:33]1[C:34](=[O:43])[c:35]2[c:36]([cH:39][cH:40][cH:41][cH:42]2)[C:37]1=[O:38].